Task: describe an organic reaction: reactants, conditions, products, and yield. Dataset: the Open Reaction Database (ORD), a public repository of structured organic reaction records Reactants: CCO, [Cl-], [Fe], [NH4+], O, COC(=O)c1ccc(-c2ccco2)cc1[N+](=O)[O-]. Yields the product COC(=O)c1ccc(-c2ccco2)cc1N. Reaction SMILES: [CH3:3][CH2:4][OH:5].[Cl-:1].[Fe:24].[NH4+:2].[OH2:25].[o:6]1[c:7](-[c:11]2[cH:12][c:13]([N+:21]([O-:22])=[O:23])[c:14]([C:15](=[O:16])[O:17][CH3:18])[cH:19][cH:20]2)[cH:8][cH:9][cH:10]1>>[o:6]1[c:7](-[c:11]2[cH:12][c:13]([NH2:21])[c:14]([C:15](=[O:16])[O:17][CH3:18])[cH:19][cH:20]2)[cH:8][cH:9][cH:10]1. Starting materials: C#CCN1CCNCC1, COC(=O)Cl. The product is C#CCN1CCN(C(=O)OC)CC1. As a reaction SMILES: [CH2:1]([C:2]#[CH:3])[N:4]1[CH2:5][CH2:6][NH:7][CH2:8][CH2:9]1.[CH3:10][O:11][C:12](=[O:13])[Cl:14]>>[CH2:1]([C:2]#[CH:3])[N:4]1[CH2:5][CH2:6][N:7]([C:12]([O:11][CH3:10])=[O:13])[CH2:8][CH2:9]1. The reactants are [Al+3], Cc1cc(NC(=O)NC(C(=O)N2CCC(Cc3ccccc3)CC2)C(C)C)c2ccccc2n1, C1CCOC1, [H-], [H-], [H-], [H-], [Li+]. Yields the product Cc1cc(NC(=O)NC(CN2CCC(Cc3ccccc3)CC2)C(C)C)c2ccccc2n1. As a reaction SMILES: [Al+3:36].[CH2:1]([c:2]1[cH:3][cH:4][cH:5][cH:6][cH:7]1)[CH:8]1[CH2:9][CH2:10][N:11]([C:14](=[O:15])[CH:16]([CH:17]([CH3:18])[CH3:19])[NH:20][C:21](=[O:22])[NH:23][c:24]2[cH:25][c:26]([CH3:34])[n:27][c:28]3[cH:29][cH:30][cH:31][cH:32][c:33]23)[CH2:12][CH2:13]1.[CH2:41]1[O:42][CH2:43][CH2:44][CH2:45]1.[H-:35].[H-:38].[H-:39].[H-:40].[Li+:37]>>[CH2:1]([c:2]1[cH:3][cH:4][cH:5][cH:6][cH:7]1)[CH:8]1[CH2:9][CH2:10][N:11]([CH2:14][CH:16]([CH:17]([CH3:18])[CH3:19])[NH:20][C:21](=[O:22])[NH:23][c:24]2[cH:25][c:26]([CH3:34])[n:27][c:28]3[cH:29][cH:30][cH:31][cH:32][c:33]23)[CH2:12][CH2:13]1. The reactants are C(=O)(OCC)C=1N(C2=CC=C(C=C2C1)Cl)S(=O)(=O)C1=CC=CC=C1.CC=1C=C(C=CC1)S(=O)(=O)N (2-carboethoxy-5-chloro-1-phenylsulfonylindole 3-methyl(phenyl)sulfonamide), [OH-].[Na+] (sodium hydroxide), CO.C1CCOC1 (methanol THF). Product: ClC=1C(=C2C(=C(NC2=CC1)C(=O)O)C)NS(=O)(=O)C1=CC=CC=C1 (5-Chloro-3-methyl(phenyl)sulfonamidoindole-2-carboxylic acid). As a reaction SMILES: [C:1]([C:6]1[N:7](S(C2C=CC=CC=2)(=O)=O)[C:8]2[C:13]([CH:14]=1)=[CH:12][C:11]([Cl:15])=[CH:10][CH:9]=2)([O:3]CC)=[O:2].C[C:26]1[CH:27]=[C:28]([S:32]([NH2:35])(=[O:34])=[O:33])[CH:29]=[CH:30][CH:31]=1.[OH-].[Na+].CO.[CH2:40]1COCC1>>[Cl:15][C:11]1[C:12]([NH:35][S:32]([C:28]2[CH:27]=[CH:26][CH:31]=[CH:30][CH:29]=2)(=[O:34])=[O:33])=[C:13]2[C:8](=[CH:9][CH:10]=1)[NH:7][C:6]([C:1]([OH:3])=[O:2])=[C:14]2[CH3:40] |f:0.1,2.3,4.5|. Procedure: In the manner outlined in Example 69, Step B, 2-carboethoxy-5-chloro-1-phenylsulfonylindole-3-methyl(phenyl)sulfonamide (0.39 g, 0.75 mmol) was hydrolysed in 2:1:1 10% sodium hydroxide solution/methanol/THF (20 ml, 14 h at RT (room temperature) followed by 5 min at reflux), to give the title compound (from ethyl acetate); Starting materials: C(C1=CC=CC=C1)OC1=C(C=C(C=C1C1=CC=C(C=C1)C)C(=O)OC)C(C)(C)C (methyl 6-benzyloxy-5-tert-butyl-4′-methyl-3-biphenylcarboxylate), [H-].[Al+3].[Li+].[H-].[H-].[H-] (lithium aluminum hydride), O (water), [OH-].[Na+] (sodium hydroxide), O (water). Run in C(C)OCC (ethyl ether), ClCCl (dichloromethane). Run at temperature 0 celsius, time 1 hour. Product: C(C1=CC=CC=C1)OC1=C(C=C(C=C1C1=CC=C(C=C1)C)C=O)C(C)(C)C (6-Benzyloxy-5-tert-butyl-4′-methyl-3-biphenylcarbaldehyde). Reagents/catalysts: [O-2].[O-2].[Mn+4] (manganese dioxide). Isolated yield 85.0%. Reaction SMILES: [CH2:1]([O:8][C:9]1[C:14]([C:15]2[CH:20]=[CH:19][C:18]([CH3:21])=[CH:17][CH:16]=2)=[CH:13][C:12]([C:22](OC)=[O:23])=[CH:11][C:10]=1[C:26]([CH3:29])([CH3:28])[CH3:27])[C:2]1[CH:7]=[CH:6][CH:5]=[CH:4][CH:3]=1.[H-].[Al+3].[Li+].[H-].[H-].[H-].O.[OH-].[Na+]>C(OCC)C.ClCCl.[O-2].[O-2].[Mn+4]>[CH2:1]([O:8][C:9]1[C:14]([C:15]2[CH:16]=[CH:17][C:18]([CH3:21])=[CH:19][CH:20]=2)=[CH:13][C:12]([CH:22]=[O:23])=[CH:11][C:10]=1[C:26]([CH3:29])([CH3:28])[CH3:27])[C:2]1[CH:7]=[CH:6][CH:5]=[CH:4][CH:3]=1 |f:1.2.3.4.5.6,8.9,12.13.14|. Reported procedure: 1 g (2.6 mmol) of methyl 6-benzyloxy-5-tert-butyl-4′-methyl-3-biphenylcarboxylate is dissolved in 40 mL of anhydrous ethyl ether, and the medium is cooled to 0° C. 130 mg (3.3 mmol) of lithium aluminum hydride are added and the reaction medium is stirred for 1 hour. The reaction is hydrolysed by sequential addition of 130 μL of water, 130 μL of 15% sodium hydroxide solution and 400 μL of water. The reaction medium is filtered and the filtrate is concentrated under reduced pressure. The residue o... The reactants are O=C(OCc1ccccc1)ON1C(=O)CCC1=O, ClC(Cl)Cl, COC(=O)c1ncccc1NCCN, c1ccncc1. Yields the product COC(=O)c1ncccc1NCCNC(=O)OCc1ccccc1. Reaction SMILES: [CH2:21]([c:22]1[cH:23][cH:24][cH:25][cH:26][cH:27]1)[O:28][C:29](=[O:30])[O:31][N:32]1[C:33](=[O:34])[CH2:35][CH2:36][C:37]1=[O:38].[Cl:39][CH:40]([Cl:41])[Cl:42].[NH2:1][CH2:2][CH2:3][NH:4][c:5]1[c:6]([C:11](=[O:12])[O:13][CH3:14])[n:7][cH:8][cH:9][cH:10]1.[cH:15]1[cH:16][cH:17][n:18][cH:19][cH:20]1>>[NH:1]([CH2:2][CH2:3][NH:4][c:5]1[c:6]([C:11](=[O:12])[O:13][CH3:14])[n:7][cH:8][cH:9][cH:10]1)[C:29]([O:28][CH2:21][c:22]1[cH:23][cH:24][cH:25][cH:26][cH:27]1)=[O:30]. Starting materials: CO (methanol), [N+](=O)([O-])C1=CC=C(C(=O)O)C=C1 (p-Nitrobenzoic acid), C(Cl)(Cl)Cl (chloroform), 1-(p-chlorobenzenesulfonyoxy)-6-chloro-1,2,3-benzotriazole. Run in C(C)N(CC)CC (triethylamine), C(C)N(CC)CC (triethylamine). Run at time 15 minute. Yields the product [N+](=O)([O-])C1=CC=C(C(=O)OC)C=C1 (methyl p-nitrobenzoate). Reaction SMILES: [N+:1]([C:4]1[CH:12]=[CH:11][C:7]([C:8]([OH:10])=[O:9])=[CH:6][CH:5]=1)([O-:3])=[O:2].[CH:13](Cl)(Cl)Cl.CO>C(N(CC)CC)C>[N+:1]([C:4]1[CH:5]=[CH:6][C:7]([C:8]([O:10][CH3:13])=[O:9])=[CH:11][CH:12]=1)([O-:3])=[O:2]. Procedure details: p-Nitrobenzoic acid (1.67 g) is suspended into chloroform (20 ml) and thereto are added triethylamine (1.40 ml) under ice-cooling and further 1-(p-chlorobenzenesulfonyoxy)-6-chloro-1,2,3-benzotriazole (3.44 g). When the mixture is stirred at room temperature for 15 minutes, yellow precipitates are produced and the mixture is further stirred for 5 hours. To the mixture are added methanol (0.6 ml) and triethylamine (1.4 ml), whereby the precipitates are dissolved. After stirring for 1 hour, chloro... Starting materials: BrC1=CC=C2C(=N1)N(C1=C2CN(C(C1)C)C(=O)OC(C)(C)C)C (tert-Butyl 2-bromo-7,9-dimethyl-5,7,8,9-tetrahydro-6H-pyrido[3′,4′:4,5]pyrrolo[2,3-b]pyridine-6-carboxylate), FC1=CC=C(CCN2CC(NCC2)=O)C=C1 (4-(4-fluorophenethyl)piperazin-2-one). Product: CC1CC2=C(C=3C(=NC(=CC3)N3C(CN(CC3)CCC3=CC=C(C=C3)F)=O)N2C)CN1C(=O)OC(C)(C)C (tert-Butyl 7,9-dimethyl-2-(2-oxo-4-(4-fluorophenethyl)piperazin-1-yl)-5,7,8,9-tetrahydro-6H-pyrido[3′,4′:4,5]pyrrolo[2,3-b]pyridine-6-carboxylate). The yield is 73.0%. Reaction SMILES: Br[C:2]1[N:7]=[C:6]2[N:8]([CH3:23])[C:9]3[CH2:14][CH:13]([CH3:15])[N:12]([C:16]([O:18][C:19]([CH3:22])([CH3:21])[CH3:20])=[O:17])[CH2:11][C:10]=3[C:5]2=[CH:4][CH:3]=1.[F:24][C:25]1[CH:39]=[CH:38][C:28]([CH2:29][CH2:30][N:31]2[CH2:36][CH2:35][NH:34][C:33](=[O:37])[CH2:32]2)=[CH:27][CH:26]=1>>[CH3:15][CH:13]1[N:12]([C:16]([O:18][C:19]([CH3:22])([CH3:21])[CH3:20])=[O:17])[CH2:11][C:10]2[C:5]3[C:6]([N:8]([CH3:23])[C:9]=2[CH2:14]1)=[N:7][C:2]([N:34]1[CH2:35][CH2:36][N:31]([CH2:30][CH2:29][C:28]2[CH:38]=[CH:39][C:25]([F:24])=[CH:26][CH:27]=2)[CH2:32][C:33]1=[O:37])=[CH:3][CH:4]=3. Procedure details: tert-Butyl 2-bromo-7,9-dimethyl-5,7,8,9-tetrahydro-6H-pyrido[3′,4′:4,5]pyrrolo[2,3-b]pyridine-6-carboxylate (2-((4 mg, 0.640 mmol) and 4-(4-fluorophenethyl)piperazin-2-one (141 mg, 0.640 mmol) were reacted following the procedure for Example 2 (step e) to provide the title compound (245 mg, 73%) as a colorless oil: ESI MS m/z 522 [M+H]+.